This data is from the Open Reaction Database (ORD), a public repository of structured organic reaction records. The task is: describe an organic reaction: reactants, conditions, products, and yield Starting materials: COC(=O)C1=C(C=CC=2N=C(N(C21)C2=CC=CC=C2)[C@H](C)NC2=C1N=CN(C1=NC=N2)C2OCCCC2)F (5-fluoro-3-phenyl-2-{(S)-1-[9-(tetrahydro-pyran-2-yl)-9H-purin-6-ylamino]ethyl}-3H-benzoimidazole-4-carboxylic acid methyl ester), O.[OH-].[Li+] (lithium hydroxide monohydrate). Solvent: CO (methanol), O (water). Run at temperature 80 celsius. Product: FC1=C(C2=C(N=C(N2C2=CC=CC=C2)[C@H](C)NC2=C3N=CN(C3=NC=N2)C2OCCCC2)C=C1)C(=O)O (5-Fluoro-3-phenyl-2-{(S)-1-[9-(tetrahydro-pyran-2-yl)-9H-purin-6-ylamino]ethyl}-3H-benzoimidazole-4-carboxylic acid), solid. Yield: 43.0%. As a reaction SMILES: C[O:2][C:3]([C:5]1[C:13]2[N:12]([C:14]3[CH:19]=[CH:18][CH:17]=[CH:16][CH:15]=3)[C:11]([C@@H:20]([NH:22][C:23]3[N:31]=[CH:30][N:29]=[C:28]4[C:24]=3[N:25]=[CH:26][N:27]4[CH:32]3[CH2:37][CH2:36][CH2:35][CH2:34][O:33]3)[CH3:21])=[N:10][C:9]=2[CH:8]=[CH:7][C:6]=1[F:38])=[O:4].O.[OH-].[Li+]>CO.O>[F:38][C:6]1[CH:7]=[CH:8][C:9]2[N:10]=[C:11]([C@@H:20]([NH:22][C:23]3[N:31]=[CH:30][N:29]=[C:28]4[C:24]=3[N:25]=[CH:26][N:27]4[CH:32]3[CH2:37][CH2:36][CH2:35][CH2:34][O:33]3)[CH3:21])[N:12]([C:14]3[CH:15]=[CH:16][CH:17]=[CH:18][CH:19]=3)[C:13]=2[C:5]=1[C:3]([OH:4])=[O:2] |f:1.2.3|. Reported procedure: To a solution of 5-fluoro-3-phenyl-2-{(S)-1-[9-(tetrahydro-pyran-2-yl)-9H-purin-6-ylamino]ethyl}-3H-benzoimidazole-4-carboxylic acid methyl ester (1.34 g, 2.66 mmol) in methanol (40 mL) and water (4 mL) was added lithium hydroxide monohydrate (0.166 g, 15. 9 mmol) and the reaction mixture heated at 80° C. for 16 h. The reaction mixture was concentrated in vacuo to remove methanol and the residual aqueous solution acidified to ph˜4 by addition of HCl (1 M) causing a precipitate to form. The produ... The reactants are [N+](=O)([O-])C1=CC=C(C2=CC=CC=C12)OCCC1=CC(=NC=C1)NC(C)=O (N-(4-(2-(4-nitronaphthalen-1-yloxy)ethyl)pyridin-2-yl)acetamide). Reagents/catalysts: [Pt] (Pt/C). The solvent is CC(=O)O.CO (AcOH MeOH). Product: NC1=CC=C(C2=CC=CC=C12)OCCC1=CC(=NC=C1)NC(C)=O (N-(4-(2-(4-Aminonaphthalen-1-yloxy)ethyl)pyridin-2-yl)acetamide), Intermediate B. Yield: 100.0%. As a reaction SMILES: [N+:1]([C:4]1[C:13]2[C:8](=[CH:9][CH:10]=[CH:11][CH:12]=2)[C:7]([O:14][CH2:15][CH2:16][C:17]2[CH:22]=[CH:21][N:20]=[C:19]([NH:23][C:24](=[O:26])[CH3:25])[CH:18]=2)=[CH:6][CH:5]=1)([O-])=O>CC(O)=O.CO.[Pt]>[NH2:1][C:4]1[C:13]2[C:8](=[CH:9][CH:10]=[CH:11][CH:12]=2)[C:7]([O:14][CH2:15][CH2:16][C:17]2[CH:22]=[CH:21][N:20]=[C:19]([NH:23][C:24](=[O:26])[CH3:25])[CH:18]=2)=[CH:6][CH:5]=1 |f:1.2|. Procedure: A solution of N-(4-(2-(4-nitronaphthalen-1-yloxy)ethyl)pyridin-2-yl)acetamide (570 mg, 1.62 mmol) in a mixture of AcOH: MeOH (6:1 v/v, 54 mL) was subjected to hydrogenation by passage through a Thales H-cube (1 mLmin−1, 30 mm, 10% Pt/C Cat-Cart, full H2, 45° C.). The solvent was removed by evaporation in vacuo, and, the residue was subjected to SCX capture and release to furnish the title compound, Intermediate B, (550 mg, 100%): m/z 322 (M+H)+ (ES+).